Dataset: the Open Reaction Database (ORD), a public repository of structured organic reaction records. Task: describe an organic reaction: reactants, conditions, products, and yield Starting materials: ClC=1C=CC(=C(C1)C1=CC(N(C=C1OC)C(C(=O)O)CC1(CC1)C)=O)C#N (2-[4-(5-chloro-2-cyanophenyl)-5-methoxy-2-oxopyridin-1(2H)-yl]-3-(1-methylcyclopropyl)propanoic acid), NC1=CC=C(C(=O)OC(C)(C)C)C=C1 (tert-butyl 4-aminobenzoate), CC(N=C=NC(C)C)C (DIC). Solvent: CN(C=O)C (dimethylformamide). Yields the product ClC=1C=CC(=C(C1)C1=CC(N(C=C1OC)C(C(=O)NC1=CC=C(C(=O)OC(C)(C)C)C=C1)CC1(CC1)C)=O)C#N (tert-Butyl 4-({2-[4-(5-chloro-2-cyanophenyl)-5-methoxy-2-oxopyridin-1(2H)-yl]-3-(1-methylcyclopropyl)propanoyl}amino)benzoate). As a reaction SMILES: [Cl:1][C:2]1[CH:3]=[CH:4][C:5]([C:26]#[N:27])=[C:6]([C:8]2[C:13]([O:14][CH3:15])=[CH:12][N:11]([CH:16]([CH2:20][C:21]3([CH3:24])[CH2:23][CH2:22]3)[C:17](O)=[O:18])[C:10](=[O:25])[CH:9]=2)[CH:7]=1.[NH2:28][C:29]1[CH:41]=[CH:40][C:32]([C:33]([O:35][C:36]([CH3:39])([CH3:38])[CH3:37])=[O:34])=[CH:31][CH:30]=1.CC(C)N=C=NC(C)C>CN(C)C=O>[Cl:1][C:2]1[CH:3]=[CH:4][C:5]([C:26]#[N:27])=[C:6]([C:8]2[C:13]([O:14][CH3:15])=[CH:12][N:11]([CH:16]([CH2:20][C:21]3([CH3:24])[CH2:22][CH2:23]3)[C:17]([NH:28][C:29]3[CH:41]=[CH:40][C:32]([C:33]([O:35][C:36]([CH3:37])([CH3:38])[CH3:39])=[O:34])=[CH:31][CH:30]=3)=[O:18])[C:10](=[O:25])[CH:9]=2)[CH:7]=1. Reported procedure: 95.0 mg (246 μmol) of 2-[4-(5-chloro-2-cyanophenyl)-5-methoxy-2-oxopyridin-1(2H)-yl]-3-(1-methylcyclopropyl)propanoic acid (racemate), 47.5 mg (246 μmol) of tert-butyl 4-aminobenzoate, 34.9 mg (246 μmol) of Oxima and 38.3 μl (246 μmol) of DIC in 2.5 ml of dimethylformamide were reacted according to General Method 5B. Yield: 101 mg (66% of theory) Reactants: CO, Cl, COC(=O)c1ccc2c(C3CCCCC3)c3n(c2c1)CCOc1c-3cccc1N(CCN1CCCCC1)CCN1CCCCC1, [Na+], C1CCOC1, [OH-]. Product: O=C(O)c1ccc2c(C3CCCCC3)c3n(c2c1)CCOc1c-3cccc1N(CCN1CCCCC1)CCN1CCCCC1. Reaction SMILES: [CH3:54][OH:55].[ClH:48].[N:1]1([CH2:7][CH2:8][N:9]([c:10]2[cH:11][cH:12][cH:13][c:14]3[c:23]2[O:22][CH2:21][CH2:20][n:19]2[c:15]-3[c:16]([CH:32]3[CH2:33][CH2:34][CH2:35][CH2:36][CH2:37]3)[c:17]3[c:18]2[cH:24][c:25]([C:28](=[O:29])[O:30][CH3:31])[cH:26][cH:27]3)[CH2:38][CH2:39][N:40]2[CH2:41][CH2:42][CH2:43][CH2:44][CH2:45]2)[CH2:2][CH2:3][CH2:4][CH2:5][CH2:6]1.[Na+:47].[O:49]1[CH2:50][CH2:51][CH2:52][CH2:53]1.[OH-:46]>>[N:1]1([CH2:7][CH2:8][N:9]([c:10]2[cH:11][cH:12][cH:13][c:14]3[c:23]2[O:22][CH2:21][CH2:20][n:19]2[c:15]-3[c:16]([CH:32]3[CH2:33][CH2:34][CH2:35][CH2:36][CH2:37]3)[c:17]3[c:18]2[cH:24][c:25]([C:28](=[O:29])[OH:30])[cH:26][cH:27]3)[CH2:38][CH2:39][N:40]2[CH2:41][CH2:42][CH2:43][CH2:44][CH2:45]2)[CH2:2][CH2:3][CH2:4][CH2:5][CH2:6]1. Starting materials: [O-]CC.[Na+] (sodium ethoxide), C(=O)(OC)C=1C=CC(=C(C(=N)N)C1)OCC (5-carbomethoxy-2-ethoxybenzamidine), C(C)OC=C(C(=O)OCC)C(=O)OCC (Diethyl ethoxymethylenemalonate), C(C)(=O)O (acetic acid). The solvent is C(C)O (ethanol). Yields the product O=C1C(=CN=C(N1)C1=C(C=CC(=C1)C(=O)OCC)OCC)C(=O)OCC (Ethyl 1,6-dihydro- 6-oxo-2-(5-carbethoxy-2-ethoxyphenyl)pyrimidine-5-carboxylate). The yield is 75.9%. Reaction SMILES: C(O[CH:4]=[C:5]([C:11]([O:13]CC)=O)[C:6]([O:8][CH2:9][CH3:10])=[O:7])C.[O-][CH2:17]C.[Na+].[C:20]([C:24]1[CH:25]=[CH:26][C:27]([O:33][CH2:34][CH3:35])=[C:28]([CH:32]=1)[C:29]([NH2:31])=[NH:30])([O:22][CH3:23])=[O:21].C(O)(=O)C>C(O)C>[O:13]=[C:11]1[NH:31][C:29]([C:28]2[CH:32]=[C:24]([C:20]([O:22][CH2:23][CH3:17])=[O:21])[CH:25]=[CH:26][C:27]=2[O:33][CH2:34][CH3:35])=[N:30][CH:4]=[C:5]1[C:6]([O:8][CH2:9][CH3:10])=[O:7] |f:1.2|. Reported procedure: Diethyl ethoxymethylenemalonate (1.18 g., 5.45 mmoles) was added to a cold, stirred mixture of sodium ethoxide (0.37 g., 5.45 mmoles) and 5-carbomethoxy-2-ethoxybenzamidine (1.21 g., 5.45 mmoles) in ethanol (15 ml.). The mixture was heated under reflux for 0.5 hours. The cooled mixture was poured onto ice-water and acidified with acetic acid. The precipitate was recrystallized from ethanol to give the title compound (1.49 g., 76%) as colorless crystals, m.p. 180°-181.5°.